From a dataset of the Open Reaction Database (ORD), a public repository of structured organic reaction records. describe an organic reaction: reactants, conditions, products, and yield Reaction SMILES: [Br:31][CH2:32][C:33](=[O:34])[O:35][CH2:36][CH3:37].[CH3:1][N:2]([CH2:3][c:4]1[o:5][c:6](-[c:15]2[cH:16][cH:17][cH:18][cH:19][cH:20]2)[c:7](-[c:9]2[cH:10][cH:11][cH:12][cH:13][cH:14]2)[n:8]1)[CH:21]1[CH2:22][CH2:23][c:24]2[c:25]([OH:30])[cH:26][cH:27][cH:28][c:29]21.[K+:38].[K+:39].[O-:40][C:41]([O-:42])=[O:43].[O:44]=[CH:45][N:46]([CH3:47])[CH3:48]>>[CH3:1][N:2]([CH2:3][c:4]1[o:5][c:6](-[c:15]2[cH:16][cH:17][cH:18][cH:19][cH:20]2)[c:7](-[c:9]2[cH:10][cH:11][cH:12][cH:13][cH:14]2)[n:8]1)[CH:21]1[CH2:22][CH2:23][c:24]2[c:25]([O:30][CH2:32][C:33](=[O:34])[O:35][CH2:36][CH3:37])[cH:26][cH:27][cH:28][c:29]21. Yields the product CCOC(=O)COc1cccc2c1CCC2N(C)Cc1nc(-c2ccccc2)c(-c2ccccc2)o1. Starting materials: CCOC(=O)CBr, CN(Cc1nc(-c2ccccc2)c(-c2ccccc2)o1)C1CCc2c(O)cccc21, [K+], [K+], O=C([O-])[O-], CN(C)C=O. The reactants are FC1=C(C=C2C=NNC2=C1)C=O (6-Fluoro-1H-indazole-5-carbaldehyde), C(#N)\C=C(\C)/[O-].[Na+] (sodium (1Z)-1-cyanoprop-1-en-2-olate). Yields the product FC1=C(C=C2C=NNC2=C1)\C=C(/C#N)\C(C)=O ((2E)-2-[(6-Fluoro-1H-indazol-5-yl)methylidene]-3-oxobutanenitrile). RXN SMILES: [F:1][C:2]1[CH:10]=[C:9]2[C:5]([CH:6]=[N:7][NH:8]2)=[CH:4][C:3]=1[CH:11]=O.[C:13](/[CH:15]=[C:16](\[O-:18])/[CH3:17])#[N:14].[Na+]>>[F:1][C:2]1[CH:10]=[C:9]2[C:5]([CH:6]=[N:7][NH:8]2)=[CH:4][C:3]=1/[CH:11]=[C:15](/[C:16](=[O:18])[CH3:17])\[C:13]#[N:14] |f:1.2|. Reported procedure: The title compound was prepared from 3.7 g (80% purity, 18.0 mmol) 6-fluoro-1H-indazole-5-carbaldehyde (Example 13A) and 2.08 g (19.84 mmol) sodium (1Z)-1-cyanoprop-1-en-2-olate in analogy to the procedure described in Example 9A yielding 2.5 g (61% of th.) of product which was used in subsequent steps without further purification. The reactants are R(+)-2,2′-bis-(diphenylphosphino)-6,6′-dimethoxy-1,1-biphenyl, polymethylhydrosiloxane, C1(=CC=CC=C1)C (toluene), C(C)(C)(C)OC(N[C@H](CC(CC=C)C)C1OC(C=C1)=O)=O ([(R)-3-methyl-1-(5-oxo-2,5-dihydro-furan-2-yl)hex-5-enyl]-carbamic acid tert-butyl ester), C1(=CC=CC=C1)C (toluene). Reagents/catalysts: C1=CC=C(C=C1)P(C2=CC=CC=C2)C3=CC=CC=C3.C1=CC=C(C=C1)P(C2=CC=CC=C2)C3=CC=CC=C3.C1=CC=C(C=C1)P(C2=CC=CC=C2)C3=CC=CC=C3.C1=CC=C(C=C1)P(C2=CC=CC=C2)C3=CC=CC=C3.C1=CC=C(C=C1)P(C2=CC=CC=C2)C3=CC=CC=C3.C1=CC=C(C=C1)P(C2=CC=CC=C2)C3=CC=CC=C3.[Cu].[Cu].[Cu].[Cu].[Cu].[Cu] (hydrido(triphenylphosphine)copper(I) hexamer). The solvent is C(C)(=O)OCC (ethyl acetate). Reaction conditions: temperature 25 celsius, time 2 hour. Yields the product C(C)(C)(C)OC(N[C@H](CC(CC=C)C)C1OC(C(C1)C)=O)=O ([(R)-3-Methyl-1-(4-methyl-5-oxo-tetrahydro-furan-2-yl)-hex-5-enyl]-carbamic acid tert-butyl ester). RXN SMILES: [C:1]([O:5][C:6](=[O:21])[NH:7][C@@H:8]([CH:15]1[CH:19]=[CH:18][C:17](=[O:20])[O:16]1)[CH2:9][CH:10]([CH3:14])[CH2:11][CH:12]=[CH2:13])([CH3:4])([CH3:3])[CH3:2].[C:22]1(C)C=CC=CC=1>C(OCC)(=O)C.C1C=CC(P(C2C=CC=CC=2)C2C=CC=CC=2)=CC=1.C1C=CC(P(C2C=CC=CC=2)C2C=CC=CC=2)=CC=1.C1C=CC(P(C2C=CC=CC=2)C2C=CC=CC=2)=CC=1.C1C=CC(P(C2C=CC=CC=2)C2C=CC=CC=2)=CC=1.C1C=CC(P(C2C=CC=CC=2)C2C=CC=CC=2)=CC=1.C1C=CC(P(C2C=CC=CC=2)C2C=CC=CC=2)=CC=1.[Cu].[Cu].[Cu].[Cu].[Cu].[Cu]>[C:1]([O:5][C:6](=[O:21])[NH:7][C@@H:8]([CH:15]1[CH2:19][CH:18]([CH3:22])[C:17](=[O:20])[O:16]1)[CH2:9][CH:10]([CH3:14])[CH2:11][CH:12]=[CH2:13])([CH3:2])([CH3:3])[CH3:4] |f:3.4.5.6.7.8.9.10.11.12.13.14|. Procedure: Under nitrogen atmosphere to 20 ml thoroughly degassed toluene are subsequently added 0.63 g (0.31 mmol) hydrido(triphenylphosphine)copper(I) hexamer, 2.9 ml polymethylhydrosiloxane and a (degassed) solution of 5.7 g (19.3 mmol) [(R)-3-methyl-1-(5-oxo-2,5-dihydro-furan-2-yl)hex-5-enyl]-carbamic acid tert-butyl ester in toluene. After stirring for 2 h at 25° C. 6 mg (0.01 mmol) of R(+)-2,2′-bis-(diphenylphosphino)-6,6′-dimethoxy-1,1-biphenyl are added as an accelerating ligand for the copper comp... Solvent: O (water). The reactants are N (ammonia), N (ammonia), [N+](=O)([O-])C=1C(NC(NC1)=O)=O (5-nitropyrimidine-2,4(1H,3H)-dione), Na2S2O2. Yields the product NC=1C(NC(NC1)=O)=O (5-aminopyrimidine-2,4(1H,3H)-dione). Conditions: temperature 75 celsius, time 3 hour. Procedure details: Into a 5-L 4-necked round-bottom flask were placed water (2.871 L), ammonia (116.1 mL) and 5-nitropyrimidine-2,4(1H,3H)-dione (180 g, 1.15 mol, 1.00 equiv). This was followed by the addition of Na2S2O2 (860 g, 6.06 mol, 4.30 equiv) in several batches. The pH value of the solution was adjusted to 8 with ammonia (25%). The resulting solution was stirred for 3 h (hours) at 75° C. The reaction mixture was cooled to 15° C. with an ice/water bath. The solid was collected by filtration. This resulted i... Reaction SMILES: N.[N+:2]([C:5]1[C:6](=[O:12])[NH:7][C:8](=[O:11])[NH:9][CH:10]=1)([O-])=O>O>[NH2:2][C:5]1[C:6](=[O:12])[NH:7][C:8](=[O:11])[NH:9][CH:10]=1. Starting materials: O=Cc1cc(Br)ccc1F, O=C([O-])[O-], COC(C)(C)C, CC1CNCC(C)O1, [K+], [K+], CN(C)C=O. Yields the product CC1CN(c2ccc(Br)cc2C=O)CC(C)O1. As a reaction SMILES: [Br:1][c:2]1[cH:3][cH:4][c:5]([F:10])[c:6]([CH:7]=[O:8])[cH:9]1.[C:19](=[O:20])([O-:21])[O-:22].[C:30]([O:31][CH3:32])([CH3:33])([CH3:34])[CH3:35].[CH3:11][CH:12]1[O:13][CH:14]([CH3:18])[CH2:15][NH:16][CH2:17]1.[K+:23].[K+:24].[O:25]=[CH:26][N:27]([CH3:28])[CH3:29]>>[Br:1][c:2]1[cH:3][cH:4][c:5]([N:16]2[CH2:15][CH:14]([CH3:18])[O:13][CH:12]([CH3:11])[CH2:17]2)[c:6]([CH:7]=[O:8])[cH:9]1.